This data is from the Open Reaction Database (ORD), a public repository of structured organic reaction records. The task is: describe an organic reaction: reactants, conditions, products, and yield Reactants: N1(CCCCC1)CCOC1=CC=C(C#N)C=C1 (4-(2-piperidin-1-ylethoxy)benzonitrile), FC(S(=O)(=O)OC1=C(C=CC(=C1)OC)CC1CC2=CC=C(C=C2CC1)OC)(F)F (5-methoxy-2-(6-methoxy-1,2,3,4-tetrahydronaphthalen-2-ylmethyl)phenyl trifluoromethanesulfonate), COC=1C=CC(=C(C1)NCC1=CC=C(C=C1)OCCN1CCCCC1)CC1CC2=CC=C(C=C2CC1)OC ([5-methoxy-2-(6-methoxy-1,2,3,4-tetrahydronaphthalen-2-ylmethyl)phenyl][4-(2-piperidin-1-ylethoxy)benzyl]amine), [H-].[Al+3].[Li+].[H-].[H-].[H-] (lithium aluminum hydride), N1(CCCCC1)CCOC1=CC=C(CN)C=C1 (4-(2-piperidin-1-ylethoxy)benzylamine). The product is OC1=CC(=C(CC2CC=3C=CC(=CC3CC2)O)C=C1)NCC1=CC=C(C=C1)OCCN1CCCCC1 (6-{4-Hydroxy-2-[4-(2-piperidin-1-ylethoxy)benzylamino]benzyl}-5,6,7,8-tetrahydronaphthalen-2-ol). Yield: 68.7%. RXN SMILES: N1(CCOC2C=CC(C#N)=CC=2)CCCCC1.[H-].[Al+3].[Li+].[H-].[H-].[H-].N1(CCOC2C=CC(CN)=CC=2)CCCCC1.FC(F)(F)S(OC1C=C(OC)C=CC=1CC1CCC2C(=CC=C(OC)C=2)C1)(=O)=O.C[O:71][C:72]1[CH:73]=[CH:74][C:75]([CH2:95][CH:96]2[CH2:105][CH2:104][C:103]3[C:98](=[CH:99][CH:100]=[C:101]([O:106]C)[CH:102]=3)[CH2:97]2)=[C:76]([NH:78][CH2:79][C:80]2[CH:85]=[CH:84][C:83]([O:86][CH2:87][CH2:88][N:89]3[CH2:94][CH2:93][CH2:92][CH2:91][CH2:90]3)=[CH:82][CH:81]=2)[CH:77]=1>>[OH:71][C:72]1[CH:73]=[CH:74][C:75]([CH2:95][CH:96]2[CH2:105][CH2:104][C:103]3[CH:102]=[C:101]([OH:106])[CH:100]=[CH:99][C:98]=3[CH2:97]2)=[C:76]([NH:78][CH2:79][C:80]2[CH:81]=[CH:82][C:83]([O:86][CH2:87][CH2:88][N:89]3[CH2:90][CH2:91][CH2:92][CH2:93][CH2:94]3)=[CH:84][CH:85]=2)[CH:77]=1 |f:1.2.3.4.5.6|. Procedure: Obtained by reducing 4-(2-piperidin-1-ylethoxy)benzonitrile with lithium aluminum hydride, 4-(2-piperidin-1-ylethoxy)benzylamine (350 mg) and 5-methoxy-2-(6-methoxy-1,2,3,4-tetrahydronaphthalen-2-ylmethyl)phenyl trifluoromethanesulfonate (1.0 g) were used according to an analogous synthetic method to Example 116 to synthesize [5-methoxy-2-(6-methoxy-1,2,3,4-tetrahydronaphthalen-2-ylmethyl)phenyl][4-(2-piperidin-1-ylethoxy)benzyl]amine (400 mg), which was used according to an analogous synthetic ... Reactants: CCOC(=O)C(=NOCCBr)C(C)=O, O=CO, O, O=S(=O)(Cl)Cl. Product: CCOC(=O)C(=NOCCBr)C(=O)CCl. RXN SMILES: [Br:1][CH2:2][CH2:3][O:4][N:5]=[C:6]([C:7](=[O:8])[O:9][CH2:10][CH3:11])[C:12]([CH3:13])=[O:14].[CH:20]([OH:21])=[O:22].[OH2:23].[S:15]([Cl:16])(=[O:17])([Cl:18])=[O:19]>>[Br:1][CH2:2][CH2:3][O:4][N:5]=[C:6]([C:7](=[O:8])[O:9][CH2:10][CH3:11])[C:12]([CH2:13][Cl:18])=[O:14]. Reactants: O=C(O)c1cc(Br)cc(C(F)(F)F)c1, C1CSCCN1, CCN=C=NCCCN(C)C, CC#N, [Na+], On1nnc2ccccc21, O=C([O-])O. Product: O=C(c1cc(Br)cc(C(F)(F)F)c1)N1CCSCC1. Reaction SMILES: [Br:1][c:2]1[cH:3][c:4]([C:5](=[O:6])[OH:7])[cH:8][c:9]([C:11]([F:12])([F:13])[F:14])[cH:10]1.[CH2:15]1[CH2:16][S:17][CH2:18][CH2:19][NH:20]1.[CH3:31][CH2:32][N:33]=[C:34]=[N:35][CH2:36][CH2:37][CH2:38][N:39]([CH3:40])[CH3:41].[CH3:47][C:48]#[N:49].[Na+:42].[OH:21][n:22]1[c:23]2[c:24]([cH:25][cH:26][cH:27][cH:28]2)[n:29][n:30]1.[OH:43][C:44](=[O:45])[O-:46]>>[Br:1][c:2]1[cH:3][c:4]([C:5](=[O:7])[N:20]2[CH2:15][CH2:16][S:17][CH2:18][CH2:19]2)[cH:8][c:9]([C:11]([F:12])([F:13])[F:14])[cH:10]1.